describe an organic reaction: reactants, conditions, products, and yield From a dataset of the Open Reaction Database (ORD), a public repository of structured organic reaction records. The product is N1(N=CN=C1)C1=C(C2=C(O1)C(=C(C=C2)OC)O)C(C2=CC(=C(C(=C2)OC)OC)OC)=O (2-(1,2,4-triazol-1-yl)-7-hydroxy-3-(3,4,5-trimethoxybenzoyl)-6-methoxy-benzo[b]furan). Reaction SMILES: [NH:1]1[CH:5]=[N:4][CH:3]=[N:2]1.[H-].[Na+].Br[C:9]1[O:13][C:12]2[C:14]([O:20]C(=O)C)=[C:15]([O:18][CH3:19])[CH:16]=[CH:17][C:11]=2[C:10]=1[C:24](=[O:37])[C:25]1[CH:30]=[C:29]([O:31][CH3:32])[C:28]([O:33][CH3:34])=[C:27]([O:35][CH3:36])[CH:26]=1>O1CCCC1.C1(C)C=CC=CC=1>[N:1]1([C:9]2[O:13][C:12]3[C:14]([OH:20])=[C:15]([O:18][CH3:19])[CH:16]=[CH:17][C:11]=3[C:10]=2[C:24](=[O:37])[C:25]2[CH:26]=[C:27]([O:35][CH3:36])[C:28]([O:33][CH3:34])=[C:29]([O:31][CH3:32])[CH:30]=2)[CH:5]=[N:4][CH:3]=[N:2]1 |f:1.2|. Reported procedure: To a solution of 1,2,4-triazole (22 mg, 0.32 mmol) in dry tetrahydrofuran (2 mL) was added sodium hydride (60%, 24 mg, 0.60 mmol) and resulting suspension was treated with a solution of 2-bromo-7-acetoxy-3-(3,4,5-trimethoxybenzoyl)-6-methoxy-benzo[b]furan (50 mg, 0.10 mmol) in dry toluene (2 mL). The mixture was stirred at reflux for 6 hours (tlc), quenched with saturated ammonium chloride solution, extracted with dichloromethane (10 mL), dried over magnesium sulphate and the solvent distilled u... Starting materials: N1N=CN=C1 (1,2,4-triazole), [H-].[Na+] (sodium hydride), BrC1=C(C2=C(O1)C(=C(C=C2)OC)OC(C)=O)C(C2=CC(=C(C(=C2)OC)OC)OC)=O (2-bromo-7-acetoxy-3-(3,4,5-trimethoxybenzoyl)-6-methoxy-benzo[b]furan). Run in O1CCCC1 (tetrahydrofuran), C1(=CC=CC=C1)C (toluene).